The task is: describe an organic reaction: reactants, conditions, products, and yield. This data is from the Open Reaction Database (ORD), a public repository of structured organic reaction records. Starting materials: solid, BrC=1C=CC2=C(N(C=N2)C2=CC=C(C=C2)F)C1 (6-bromo-1-(4-fluoro-phenyl)-1H-benzo[d]imidazole), BrC=1C=CC2=C(N(C=N2)C2=CC=C(C=C2)F)C1 (6-bromo-1-(4-fluoro-phenyl)-1H-benzo[d]imidazole), FC1=CC=C(C=C1)N1C=NC=C1 (1-(4-fluoro-phenyl)-1H-imidazole). Reported procedure: The title compound, light brown solid (26 mg, 20%), MS (ISP) m/z=373.5 [(M+H)+], mp 247° C., was prepared in accordance with the general method of example 28 from 6-bromo-1-(4-fluoro-phenyl)-1H-benzo[d]imidazole (intermediate G) (204 mg, 0.7 mmol) and commercially available 1-(4-fluoro-phenyl)-1H-imidazole (56.8 mg, 0.35 mmol). Product: FC1=CC=C(C=C1)N1C=NC2=C1C=C(C=C2)C=2N(C=NC2)C2=CC=C(C=C2)F (1-(4-Fluoro-phenyl)-6-[3-(4-fluoro-phenyl)-3H-imidazol-4-yl]-1H-benzoimidazole). Reaction SMILES: Br[C:2]1[CH:3]=[CH:4][C:5]2[N:9]=[CH:8][N:7]([C:10]3[CH:15]=[CH:14][C:13]([F:16])=[CH:12][CH:11]=3)[C:6]=2[CH:17]=1.[F:18][C:19]1[CH:24]=[CH:23][C:22]([N:25]2[CH:29]=[CH:28][N:27]=[CH:26]2)=[CH:21][CH:20]=1>>[F:16][C:13]1[CH:14]=[CH:15][C:10]([N:7]2[C:6]3[CH:17]=[C:2]([C:29]4[N:25]([C:22]5[CH:21]=[CH:20][C:19]([F:18])=[CH:24][CH:23]=5)[CH:26]=[N:27][CH:28]=4)[CH:3]=[CH:4][C:5]=3[N:9]=[CH:8]2)=[CH:11][CH:12]=1. The reactants are C1OC=2C=C(CCN)C=CC2O1 (3,4-methylenedioxyphenethylamine), ClC=1N=C(C2=C(N1)SC1=C2CCCC1)Cl (2,4-dichloro-5,6,7,8-tetrahydro-[1]-benzothieno-[2,3-d]-pyrimidine). Product: ClC=1N=C(C2=C(N1)SC1=C2CCCC1)NCCC1=CC2=C(C=C1)OCO2 (2-chloro-5,6,7,8-tetrahydro-4-(3,4-methylenedioxyphenethylamino)-[1]-benzothieno-[2,3-d]-pyrimidine). RXN SMILES: [CH2:1]1[O:12][C:11]2[CH:10]=[CH:9][C:5]([CH2:6][CH2:7][NH2:8])=[CH:4][C:3]=2[O:2]1.[Cl:13][C:14]1[N:15]=[C:16](Cl)[C:17]2[C:22]3[CH2:23][CH2:24][CH2:25][CH2:26][C:21]=3[S:20][C:18]=2[N:19]=1>>[Cl:13][C:14]1[N:15]=[C:16]([NH:8][CH2:7][CH2:6][C:5]2[CH:9]=[CH:10][C:11]3[O:12][CH2:1][O:2][C:3]=3[CH:4]=2)[C:17]2[C:22]3[CH2:23][CH2:24][CH2:25][CH2:26][C:21]=3[S:20][C:18]=2[N:19]=1. Procedure: Following the procedure of Example 1, the reaction of 3,4-methylenedioxyphenethylamine with 2,4-dichloro-5,6,7,8-tetrahydro-[1]-benzothieno-[2,3-d]-pyrimidine yields 2-chloro-5,6,7,8-tetrahydro-4-(3,4-methylenedioxyphenethylamino)-[1]-benzothieno-[2,3-d]-pyrimidine Starting materials: FC1=CC=C(C=C1)CCN1N=C(C=C1)C=1SC(=C(N1)C)C(=O)O (2-{1-[2-(4-fluoro-phenyl)-ethyl]-1H-pyrazol-3-yl}-4-methyl-thiazole-5-carboxylic acid), N1=CC(=CC=C1)N (pyridine-3-ylamine). Product: N1=CC(=CC=C1)NC(=O)C1=C(N=C(S1)C1=NN(C=C1)CCC1=CC=C(C=C1)F)C (2-{1-[2-(4-fluoro-phenyl)-ethyl]-1H-pyrazol-3-yl}-4-methyl-thiazole-5-carboxylic acid pyridin-3-ylamide), solid. Yield: 71.0%. As a reaction SMILES: [F:1][C:2]1[CH:7]=[CH:6][C:5]([CH2:8][CH2:9][N:10]2[CH:14]=[CH:13][C:12]([C:15]3[S:16][C:17]([C:21]([OH:23])=O)=[C:18]([CH3:20])[N:19]=3)=[N:11]2)=[CH:4][CH:3]=1.[N:24]1[CH:29]=[CH:28][CH:27]=[C:26]([NH2:30])[CH:25]=1>>[N:24]1[CH:29]=[CH:28][CH:27]=[C:26]([NH:30][C:21]([C:17]2[S:16][C:15]([C:12]3[CH:13]=[CH:14][N:10]([CH2:9][CH2:8][C:5]4[CH:4]=[CH:3][C:2]([F:1])=[CH:7][CH:6]=4)[N:11]=3)=[N:19][C:18]=2[CH3:20])=[O:23])[CH:25]=1. Procedure: The title compound was prepared from 2-{1-[2-(4-fluoro-phenyl)-ethyl]-1H-pyrazol-3-yl}-4-methyl-thiazole-5-carboxylic acid and pyridine-3-ylamine as describe in Example 88 and isolated as a yellow solid (0.085 g, 71% yield). 1H NMR (400 MHz, CDCl3) δ 8.63 (d, J=2.27 Hz, 1H), 8.40 (d, J=4 Hz, 1H), 8.23 (d, J=4 Hz, 1H), 7.61 (s, 1H), 7.32-7.36 (m, 1H), 7.18 (d, J=2 Hz, 1H), 6.91-7.05 (m, 4H), 6.76 (d, J=2 Hz, 1H), 4.37 (t, J=7 Hz, 2H), 3.19 (t, J=7 Hz, 2H), 2.81 (s, 3H); MS (M+H)+=408.1; Rt=1.32 m... The reactants are COC1=CC=C2C(CNCC2=C1)C1=CC(=C(C=C1)OC)OC (7-methoxy-4-(3,4-dimethoxyphenyl)-1,2,3,4-tetrahydroisoquinoline), Br (hydrogen bromide). The product is Br.COC1=CC=C2C(CNCC2=C1)C1=CC(=C(C=C1)O)O (7-methoxy-4-(3,4-dihydroxyphenyl)-1,2,3,4-tetrahydroisoquinoline hydrobromide). As a reaction SMILES: [CH3:1][O:2][C:3]1[CH:12]=[C:11]2[C:6]([CH:7]([C:13]3[CH:18]=[CH:17][C:16]([O:19]C)=[C:15]([O:21]C)[CH:14]=3)[CH2:8][NH:9][CH2:10]2)=[CH:5][CH:4]=1.[BrH:23]>>[BrH:23].[CH3:1][O:2][C:3]1[CH:12]=[C:11]2[C:6]([CH:7]([C:13]3[CH:18]=[CH:17][C:16]([OH:19])=[C:15]([OH:21])[CH:14]=3)[CH2:8][NH:9][CH2:10]2)=[CH:5][CH:4]=1 |f:2.3|. Reported procedure: 640 mg of 7-methoxy-4-(3,4-dimethoxyphenyl)-1,2,3,4-tetrahydroisoquinoline was dissolved in 13 ml of 48% aqueous hydrogen bromide, and the mixture was heated under reflux under an argon gas stream for 3 hours. The reaction solution was cooled, and crystals which separated out were collected, affording 580 mg of 7-methoxy-4-(3,4-dihydroxyphenyl)-1,2,3,4-tetrahydroisoquinoline hydrobromide. The reactants are [Li]CCCC, Cc1cc(C(F)(F)F)ccc1NC(=O)C(C)(C)C, CN=Cc1sccc1C, Cc1ccccc1, C1CCOC1, O. The product is CNC(Cc1cc(C(F)(F)F)ccc1NC(=O)C(C)(C)C)c1sccc1C. As a reaction SMILES: [CH2:24]([Li:25])[CH2:26][CH2:27][CH3:28].[CH3:1][C:2]([C:3](=[O:4])[NH:5][c:6]1[c:7]([CH3:16])[cH:8][c:9]([C:12]([F:13])([F:14])[F:15])[cH:10][cH:11]1)([CH3:17])[CH3:18].[CH3:29][N:30]=[CH:31][c:32]1[s:33][cH:34][cH:35][c:36]1[CH3:37].[CH3:38][c:39]1[cH:40][cH:41][cH:42][cH:43][cH:44]1.[O:19]1[CH2:20][CH2:21][CH2:22][CH2:23]1.[OH2:45]>>[CH3:1][C:2]([C:3](=[O:4])[NH:5][c:6]1[c:7]([CH2:16][CH:31]([NH:30][CH3:29])[c:32]2[s:33][cH:34][cH:35][c:36]2[CH3:37])[cH:8][c:9]([C:12]([F:13])([F:14])[F:15])[cH:10][cH:11]1)([CH3:17])[CH3:18]. Starting materials: C(C)(CC)[Li] (sec-butyllithium), C(C)(CC)[Li] (sec-butyllithium), C(C=C)#N (acrylonitrile), COC=1C=C(C(=O)N2CC(CC2)(C2=CC=CC=C2)CCN2CCN(CCC2)C2=NC3=C(N2)C=CC=C3)C=C(C1OC)OC (1-(3,4,5-trimethoxybenzoyl)-3-(2-(4-(1H-benzimidazol-2-yl)[1,4]diazepan-1-yl)ethyl)-3-phenylpyrrolidine), O1CCCC1 (tetrahydrofuran), C(C=C)#N (acrylonitrile). Run in CO.ClCCl (methanol dichloromethane), O (water). Run at temperature -78 celsius, time 12 hour. Yields the product N (ammonia), COC=1C=C(C(=O)N2CC(CC2)(C2=CC=CC=C2)CCN2CCN(CCC2)C2=NC3=C(N2CCC#N)C=CC=C3)C=C(C1OC)OC (1-(3,4,5-Trimethoxybenzoyl)-3-(2-(4-(1-(2-cyanoethyl)-1H-benzimidazol-2-yl)[1,4]diazepan-1-yl)ethyl)-3-phenylpyrrolidine). The yield is 0.5%. Reaction SMILES: [CH3:1][O:2][C:3]1[CH:4]=[C:5]([CH:37]=[C:38]([O:42][CH3:43])[C:39]=1[O:40][CH3:41])[C:6]([N:8]1[CH2:12][CH2:11][C:10]([CH2:19][CH2:20][N:21]2[CH2:27][CH2:26][CH2:25][N:24]([C:28]3[NH:32][C:31]4[CH:33]=[CH:34][CH:35]=[CH:36][C:30]=4[N:29]=3)[CH2:23][CH2:22]2)([C:13]2[CH:18]=[CH:17][CH:16]=[CH:15][CH:14]=2)[CH2:9]1)=[O:7].O1CCCC1.C([Li])(CC)C.[C:54](#[N:57])[CH:55]=[CH2:56]>CO.ClCCl.O>[NH3:8].[CH3:43][O:42][C:38]1[CH:37]=[C:5]([CH:4]=[C:3]([O:2][CH3:1])[C:39]=1[O:40][CH3:41])[C:6]([N:8]1[CH2:12][CH2:11][C:10]([CH2:19][CH2:20][N:21]2[CH2:27][CH2:26][CH2:25][N:24]([C:28]3[N:29]([CH2:56][CH2:55][C:54]#[N:57])[C:30]4[CH:36]=[CH:35][CH:34]=[CH:33][C:31]=4[N:32]=3)[CH2:23][CH2:22]2)([C:13]2[CH:14]=[CH:15][CH:16]=[CH:17][CH:18]=2)[CH2:9]1)=[O:7] |f:4.5|. Reported procedure: Combine 1-(3,4,5-trimethoxybenzoyl)-3-(2-(4-(1H-benzimidazol-2-yl)[1,4]diazepan-1-yl)ethyl)-3-phenylpyrrolidine (prepared from (−)-3-phenyl-3-(2-hydroxyethyl)pyrrolidine(R,R)-di-p-anisoyltartaric acid salt) (0.05 g, 0.09 mmol) and tetrahydrofuran (4 mL). Cool to −78° C. using a dry-ice/acetone bath. Add dropwise a solution of sec-butyllithium (0.08 mL, 1.3 M, 0.10 mmol). When the addition of sec-butyllithium is complete, warm the reaction mixture to ambient temperature. Add acrylonitrile (0.005 ... Yields the product Nc1ccc(C(=O)O)cc1C(=O)O. The reactants are CC(=O)O, CCO, O=C(O)c1ccc([N+](=O)[O-])c(C(=O)O)c1. As a reaction SMILES: [C:19]([OH:20])(=[O:21])[CH3:22].[CH3:1][CH2:2][OH:3].[N+:4]([O-:5])(=[O:6])[c:7]1[c:8]([C:16](=[O:17])[OH:18])[cH:9][c:10]([C:11](=[O:12])[OH:13])[cH:14][cH:15]1>>[NH2:4][c:7]1[c:8]([C:16](=[O:17])[OH:18])[cH:9][c:10]([C:11](=[O:12])[OH:13])[cH:14][cH:15]1. Reactants: C(C)(=O)NC1=CC=C(C=C1)NC1=C(C=C(C(=O)O)C=C1S(NC1=CC=C(C=C1)NC(C)=O)(=O)=O)N (4-(4-acetamidophenylamino)-3-amino-5-(4-acetamidophenylsulfamoyl)-benzoic acid), [OH-].[K+] (potassium hydroxide), BrCC=CC (1-bromo-2-butene), [OH-].[K+] (potassium hydroxide). Solvent: O (water). Product: C(C)(=O)NC1=CC=C(C=C1)NC1=C(C=C(C(=O)O)C=C1S(NC1=CC=C(C=C1)NC(C)=O)(=O)=O)NCC=CC (4-(4-acetamidophenylamino)-3-but-2-enylamino-5-(4-acetamidophenylsulfamoyl)-benzoic acid). RXN SMILES: [C:1]([NH:4][C:5]1[CH:10]=[CH:9][C:8]([NH:11][C:12]2[C:20]([S:21](=[O:34])(=[O:33])[NH:22][C:23]3[CH:28]=[CH:27][C:26]([NH:29][C:30](=[O:32])[CH3:31])=[CH:25][CH:24]=3)=[CH:19][C:15]([C:16]([OH:18])=[O:17])=[CH:14][C:13]=2[NH2:35])=[CH:7][CH:6]=1)(=[O:3])[CH3:2].[OH-].[K+].Br[CH2:39][CH:40]=[CH:41][CH3:42]>O>[C:1]([NH:4][C:5]1[CH:10]=[CH:9][C:8]([NH:11][C:12]2[C:20]([S:21](=[O:33])(=[O:34])[NH:22][C:23]3[CH:28]=[CH:27][C:26]([NH:29][C:30](=[O:32])[CH3:31])=[CH:25][CH:24]=3)=[CH:19][C:15]([C:16]([OH:18])=[O:17])=[CH:14][C:13]=2[NH:35][CH2:39][CH:40]=[CH:41][CH3:42])=[CH:7][CH:6]=1)(=[O:3])[CH3:2] |f:1.2|. Procedure: The starting material is prepared as follows: To the solution of 2.5 g of 4-(4-acetamidophenylamino)-3-amino-5-(4-acetamidophenylsulfamoyl)-benzoic acid in 60 ml of water and 5 ml of N potassium hydroxide, 0.7 g of 1-bromo-2-butene are added dropwise while stirring. The pH of the mixture is kept at 7.4 by subsequent addition of 4 N aqueous potassium hydroxide. After about 15 minutes the mixture is filtered, the filtrate acidified with glacial acetic acid to pH = 4, the precipitate formed filtere... As a reaction SMILES: [O:1]=[C:2]1[CH2:26][CH2:25][C@@:24]2([CH3:27])[C@H:4]([C@@H:5]([CH2:31][CH3:32])[C:6](=[O:30])[C@@H:7]3[C@@H:23]2[CH2:22][CH2:21][C@@:20]2([CH3:28])[C@H:8]3[CH2:9][C:10](=[O:29])[C@@H:11]2[C@H:12]([CH3:19])[CH2:13][CH2:14][C:15]([O:17][CH3:18])=[O:16])[CH2:3]1.Cl>>[OH:1][C@@H:2]1[CH2:26][CH2:25][C@@:24]2([CH3:27])[C@H:4]([C@@H:5]([CH2:31][CH3:32])[C@@H:6]([OH:30])[C@@H:7]3[C@@H:23]2[CH2:22][CH2:21][C@@:20]2([CH3:28])[C@H:8]3[CH2:9][C@H:10]([OH:29])[C@@H:11]2[C@H:12]([CH3:19])[CH2:13][CH2:14][C:15]([O:17][CH3:18])=[O:16])[CH2:3]1. Reaction conditions: time 30 minute. Yield: 36.4%. The product is O[C@H]1C[C@H]2[C@H]([C@H]([C@H]3[C@@H]4C[C@@H]([C@H]([C@@H](CCC(=O)OC)C)[C@]4(CC[C@@H]3[C@]2(CC1)C)C)O)O)CC (Methyl 3α,7α,16β-trihydroxy-6α-ethyl-5β-cholan-24-oate). Reported procedure: To a solution of the triketo ester 8 (0.1 g, 0.22 mmol) in CH2Cl2 (8 ml) tert-butylamine-borane complex (0.1 g, 1.12 mmol) was added and the reaction was refluxed overnight. The reaction was cooled to room temperature 3N HCl was added and the resulting mixture was stirred for 30 min. The organic layer was separated, washed with a saturated aqueous solution of sodium bicarbonate (10 ml), water (10 ml), was dried over anhydrous sodium sulfate and evaporated to dryness. The residue, in which the 7-... Reactants: O=C1C[C@H]2[C@H](C([C@H]3[C@@H]4CC([C@H]([C@@H](CCC(=O)OC)C)[C@]4(CC[C@@H]3[C@]2(CC1)C)C)=O)=O)CC (Methyl 3,7,16-trioxo-6α-ethyl-5β-cholan-24-oate), Cl (HCl).